This data is from the Open Reaction Database (ORD), a public repository of structured organic reaction records. The task is: describe an organic reaction: reactants, conditions, products, and yield Starting materials: BrC(C(=O)NC1=CC(=NO1)C(C)(C)C)(C)C (2-bromo-N-(3-tert-butyl-isoxazol-5-yl)-2-methyl-propionamide), Cl.CN (methylamine hydrochloride), 1,8-diazabicyclo[5.40]undec-7-ene. The solvent is ClC(C)Cl (dichloroethane). Conditions: temperature 85 celsius. The product is C(C)(C)(C)C1=NOC(=C1)NC(C(C)(C)NC)=O (N-(3-tert-butyl-isoxazol-5-yl)-2-methylamino-2-methyl-propionamide). Isolated yield 58.5%. RXN SMILES: Br[C:2]([CH3:16])([CH3:15])[C:3]([NH:5][C:6]1[O:10][N:9]=[C:8]([C:11]([CH3:14])([CH3:13])[CH3:12])[CH:7]=1)=[O:4].Cl.[CH3:18][NH2:19]>ClC(Cl)C>[C:11]([C:8]1[CH:7]=[C:6]([NH:5][C:3](=[O:4])[C:2]([NH:19][CH3:18])([CH3:16])[CH3:15])[O:10][N:9]=1)([CH3:14])([CH3:13])[CH3:12] |f:1.2|. Reported procedure: To a solution of 2-bromo-N-(3-tert-butyl-isoxazol-5-yl)-2-methyl-propionamide (prepared according to method B, step 1, 1.45 g, 1.5 mmol) in anhydrous dichloroethane (25 mL) are added methylamine hydrochloride (0.66 g, 10.0 mmol) and 1,8-diazabicyclo[5.40]undec-7-ene (3.81 g, 25.0 mmol). The reaction is heated to 85° C. for 16 h. After cooling the reaction mixture to ambient temperature it was washed with saturated NaHCO3 (25 mL). The water layer was extracted with dichloromethane (25 mL). The co... Starting materials: C(C)NC(=O)NC=1SC2=C(N1)C=C(C=C2C2=NC=CC=C2)OS(=O)(=O)C(F)(F)F ([2-(ethylcarbamoylamino)-7-(2-pyridyl)-1,3-benzothiazol-5-yl]trifluoromethanesulfonate). Solvent: CS(=O)C (DMSO), CCOC(=O)C (EtOAc). Reaction conditions: temperature 160 celsius, time 16 hour. Product: NC=1SC2=C(N1)C=C(C=C2C2=NC=CC=C2)OS(=O)(=O)C(F)(F)F ([2-amino-7-(2-pyridyl)-1,3-benzothiazol-5-yl]trifluoromethanesulfonate). As a reaction SMILES: C(NC([NH:6][C:7]1[S:8][C:9]2[C:15]([C:16]3[CH:21]=[CH:20][CH:19]=[CH:18][N:17]=3)=[CH:14][C:13]([O:22][S:23]([C:26]([F:29])([F:28])[F:27])(=[O:25])=[O:24])=[CH:12][C:10]=2[N:11]=1)=O)C>CS(C)=O.CCOC(C)=O>[NH2:6][C:7]1[S:8][C:9]2[C:15]([C:16]3[CH:21]=[CH:20][CH:19]=[CH:18][N:17]=3)=[CH:14][C:13]([O:22][S:23]([C:26]([F:27])([F:29])[F:28])(=[O:25])=[O:24])=[CH:12][C:10]=2[N:11]=1. Procedure: [2-(ethylcarbamoylamino)-7-(2-pyridyl)-1,3-benzothiazol-5-yl]trifluoromethanesulfonate (1.34 g, 3.0 mmol) was dissolved in DMSO (10 mL) and stirred at 160° C. for 16 h. The mixture was diluted with EtOAc, washed with H2O, brine. The organic fraction was concentrated in vacuo to afford i (1.01 g, 90%). MS: 375.96 [M+H]+. Reactants: O (Water), FC(S(=O)(=O)O[C@H](C(F)(F)F)C=1C=NC(=CC1)Cl)(F)F ((S)-1-(6-chloropyridin-3-yl)-2,2,2-trifluoroethyl trifluoromethanesulfonate), O[C@H]1[C@@H](CNC1)NC(OCC1=CC=CC=C1)=O (benzyl (3R,4R)-4-hydroxypyrrolidin-3-ylcarbamate), C(=O)([O-])[O-].[K+].[K+] (K2CO3). Solvent: C(C)(=O)OCC (ethyl acetate), C1CCOC1 (THF). Product: ClC1=CC=C(C=N1)[C@H](C(F)(F)F)N1C[C@H]([C@@H](C1)O)NC(OCC1=CC=CC=C1)=O (benzyl (3R,4R)-1-((R)-1-(6-chloropyridin-3-yl)-2,2,2-trifluoroethyl)-4-hydroxypyrrolidin-3-ylcarbamate). Yield: 59.1%. RXN SMILES: FC(F)(F)S(O[C@@H:7]([C:12]1[CH:13]=[N:14][C:15]([Cl:18])=[CH:16][CH:17]=1)[C:8]([F:11])([F:10])[F:9])(=O)=O.[OH:21][C@@H:22]1[CH2:26][NH:25][CH2:24][C@H:23]1[NH:27][C:28](=[O:37])[O:29][CH2:30][C:31]1[CH:36]=[CH:35][CH:34]=[CH:33][CH:32]=1.C([O-])([O-])=O.[K+].[K+].O>C1COCC1.C(OCC)(=O)C>[Cl:18][C:15]1[N:14]=[CH:13][C:12]([C@@H:7]([N:25]2[CH2:26][C@@H:22]([OH:21])[C@H:23]([NH:27][C:28](=[O:37])[O:29][CH2:30][C:31]3[CH:32]=[CH:33][CH:34]=[CH:35][CH:36]=3)[CH2:24]2)[C:8]([F:11])([F:10])[F:9])=[CH:17][CH:16]=1 |f:2.3.4|. Reported procedure: A solution of (S)-1-(6-chloropyridin-3-yl)-2,2,2-trifluoroethyl trifluoromethanesulfonate (2.50 g, 7.28 mmol), benzyl (3R,4R)-4-hydroxypyrrolidin-3-ylcarbamate (2.41 g, 10.2 mmol) and K2CO3 (1.51 g, 10.9 mmol) in THF (40 mL) was stirred at 56° C. for 12 hours. Water (20 mL) and ethyl acetate (40 mL) were added. The organic layer was separated, washed with brine, dried (sodium sulfate), filtered and concentrated under reduced pressure. The residue was purified by flash chromatography on silica ge... The reactants are C1(=CC=CC=C1)CCCN (3-phenylpropan-1-amine), C1N(CC=2C=NC=CC21)C(=O)NC2=CC=C(N=N2)C(=O)O (6-(2,3-dihydro-1H-pyrrolo[3,4-c]pyridine-2-carboxamido)pyridazine-3-carboxylic acid), C1N(CC2=CC=CC=C12)C(=O)NC1=CC=C(C(=O)O)C=C1 (4-(isoindoline-2-carboxamido)benzoic acid). Product: O1CC(CC1)CNC(=O)C1=CC=C(N=N1)NC(=O)N1CC=2C=NC=CC2C1 (N-{6-[(tetrahydrofuran-3-ylmethyl)carbamoyl]pyridazin-3-yl}-1,3-dihydro-2H-pyrrolo[3,4-c]pyridine-2-carboxamide). Reaction SMILES: [C:1]1([CH2:7][CH2:8][CH2:9][NH2:10])C=CC=CC=1.[CH2:11]1[C:19]2[CH:18]=[CH:17][N:16]=[CH:15][C:14]=2[CH2:13][N:12]1[C:20]([NH:22][C:23]1[N:28]=[N:27][C:26]([C:29]([OH:31])=O)=[CH:25][CH:24]=1)=[O:21].C1C2C(=CC=CC=2)CN1[C:41](NC1C=CC(C(O)=O)=CC=1)=[O:42]>>[O:42]1[CH2:1][CH2:7][CH:8]([CH2:9][NH:10][C:29]([C:26]2[N:27]=[N:28][C:23]([NH:22][C:20]([N:12]3[CH2:11][C:19]4[CH:18]=[CH:17][N:16]=[CH:15][C:14]=4[CH2:13]3)=[O:21])=[CH:24][CH:25]=2)=[O:31])[CH2:41]1. Reported procedure: The title compound was prepared as described in Example 1C, substituting tetrahydrofuran-3-ylmethamine for 3-phenylpropan-1-amine and 6-(2,3-dihydro-1H-pyrrolo[3,4-c]pyridine-2-carboxamido)pyridazine-3-carboxylic acid for 4-(isoindoline-2-carboxamido)benzoic acid. 1H NMR (300 MHz, DMSO-d6) δ 10.05 (s, 1H), 9.13 (t, J=6.1 Hz, 1H), 8.62 (s, 1H), 8.51 (d, J=5.0 Hz, 1H), 8.30 (d, J=9.3 Hz, 1H), 8.12 (d, J=9.3 Hz, 1H), 7.44 (d, J=5.1 Hz, 1H), 5.05-4.76 (m, 4H), 3.80-3.57 (m, 4H), 3.48 (dd, J=12.1, 6....